This data is from the Open Reaction Database (ORD), a public repository of structured organic reaction records. The task is: describe an organic reaction: reactants, conditions, products, and yield Starting materials: O=C1C(CNC2=C(N1)C=C(C=C2)C)NC(=O)OC(C)(C)C (2-oxo-3-tert-butoxycarbonylamino-8-methyl-1,3,4,5-tetrahydro-2H-1,5-benzodiazepine), O (water), S1C(=CC=C1)C(=O)Cl (2-thiophencarbonyl chloride), N1=CC=CC=C1 (pyridine). Run in ClCCCl (1,2-dichloroethane). Yields the product O=C1C(CN(C2=C(N1)C=C(C=C2)C)C(C2=CC=CS2)=O)NC(=O)OC(C)(C)C (2-oxo-3-tert-butoxycarbonylamino-5-(2-thenoyl)-8-methyl-1,3,4,5-tetrahydro-2H-1,5-benzodiazepine). Isolated yield 47.2%. As a reaction SMILES: [O:1]=[C:2]1[NH:8][C:7]2[CH:9]=[C:10]([CH3:13])[CH:11]=[CH:12][C:6]=2[NH:5][CH2:4][CH:3]1[NH:14][C:15]([O:17][C:18]([CH3:21])([CH3:20])[CH3:19])=[O:16].[S:22]1[CH:26]=[CH:25][CH:24]=[C:23]1[C:27](Cl)=[O:28].N1C=CC=CC=1.O>ClCCCl>[O:1]=[C:2]1[NH:8][C:7]2[CH:9]=[C:10]([CH3:13])[CH:11]=[CH:12][C:6]=2[N:5]([C:27](=[O:28])[C:23]2[S:22][CH:26]=[CH:25][CH:24]=2)[CH2:4][CH:3]1[NH:14][C:15]([O:17][C:18]([CH3:21])([CH3:20])[CH3:19])=[O:16]. Procedure: 2-oxo-3-tert-butoxycarbonylamino-8-methyl-1,3,4,5-tetrahydro-2H-1,5-benzodiazepine (2.0 g) obtained from Referential Example 7 was suspended in 1,2-dichloroethane (20 ml), 2-thiophencarbonyl chloride (1.11 g) and pyridine (0.60 g) were added to the suspension, and the mixture was refluxed for 3 hours. The reaction mixture was allowed to cool, water was added to the mixture, extracted with chloroform. The organic layer was washed with water and saturated brine, dried over anhydrous magnesium sulf... The reactants are C1COCCO1, CC(=O)[O-], CC(=O)Cl, CCOC(C)=O, COc1ccc2c(c1)c(C(C)NO)c(C)n2C(=O)c1ccc(Cl)cc1, [Na+], O. The product is COc1ccc2c(c1)c(C(C)N(O)C(C)=O)c(C)n2C(=O)c1ccc(Cl)cc1. Reaction SMILES: [CH2:35]1[O:36][CH2:37][CH2:38][O:39][CH2:40]1.[CH3:27][C:28]([O-:29])=[O:30].[CH3:31][C:32](=[O:33])[Cl:34].[CH3:42][CH2:43][O:44][C:45](=[O:46])[CH3:47].[Cl:1][c:2]1[cH:3][cH:4][c:5]([C:6](=[O:7])[n:8]2[c:9]([CH3:23])[c:10]([CH:19]([CH3:20])[NH:21][OH:22])[c:11]3[cH:12][c:13]([O:17][CH3:18])[cH:14][cH:15][c:16]23)[cH:24][cH:25]1.[Na+:26].[OH2:41]>>[Cl:1][c:2]1[cH:3][cH:4][c:5]([C:6](=[O:7])[n:8]2[c:9]([CH3:23])[c:10]([CH:19]([CH3:20])[N:21]([OH:22])[C:28]([CH3:27])=[O:29])[c:11]3[cH:12][c:13]([O:17][CH3:18])[cH:14][cH:15][c:16]23)[cH:24][cH:25]1. Reactants: ice, NC1=CC=C(C=C1)N1CCOCC1 (N-(4-aminophenyl)morpholine), OC=C1C(NC2=CC=C(C=C12)C(=O)C=1C=C(C=CC1)NC(=O)C=1N(N=C(C1)C)CC)=O (2-Ethyl-5-methyl-2H-pyrazole-3-carboxylic acid [3-(3-hydroxymethylene-2-oxo-2,3-dihydro-1H-indole-5-carbonyl)-phenyl]-amide). Run in C1CCOC1 (THF). Conditions: temperature 65 celsius, time 24 hour. Yields the product N1(CCOCC1)C1=CC=C(C=C1)NC=C1C(NC2=CC=C(C=C12)C(=O)C=1C=C(C=CC1)NC(=O)C=1N(N=C(C1)C)CC)=O (2-Ethyl-5-methyl-2H-pyrazole-3-carboxylic acid (3-{3-[(4-morpholin-4-yl-phenylamino)-methylene]-2-oxo-2,3-dihydro-1H-indole-5-carbonyl}-phenyl)-amide). RXN SMILES: O[CH:2]=[C:3]1[C:11]2[C:6](=[CH:7][CH:8]=[C:9]([C:12]([C:14]3[CH:15]=[C:16]([NH:20][C:21]([C:23]4[N:24]([CH2:29][CH3:30])[N:25]=[C:26]([CH3:28])[CH:27]=4)=[O:22])[CH:17]=[CH:18][CH:19]=3)=[O:13])[CH:10]=2)[NH:5][C:4]1=[O:31].[NH2:32][C:33]1[CH:38]=[CH:37][C:36]([N:39]2[CH2:44][CH2:43][O:42][CH2:41][CH2:40]2)=[CH:35][CH:34]=1>C1COCC1>[N:39]1([C:36]2[CH:35]=[CH:34][C:33]([NH:32][CH:2]=[C:3]3[C:11]4[C:6](=[CH:7][CH:8]=[C:9]([C:12]([C:14]5[CH:15]=[C:16]([NH:20][C:21]([C:23]6[N:24]([CH2:29][CH3:30])[N:25]=[C:26]([CH3:28])[CH:27]=6)=[O:22])[CH:17]=[CH:18][CH:19]=5)=[O:13])[CH:10]=4)[NH:5][C:4]3=[O:31])=[CH:38][CH:37]=2)[CH2:44][CH2:43][O:42][CH2:41][CH2:40]1. Procedure details: A small screw cap test tube was charged with 2-Ethyl-5-methyl-2H-pyrazole-3-carboxylic acid [3-(3-hydroxymethylene-2-oxo-2,3-dihydro-1H-indole-5-carbonyl)-phenyl]-amide (prepared below, 30 mg, 0.072 mmol) and THF (1 mL). To the resulting solution was added N-(4-aminophenyl)morpholine (19.3 mg, 0.1082 mmol), and the mixture was stirred for 24 h at 65° C. Subsequently, the reaction mixture was cooled to room temperature, concentrated in vacuo and redissolved in EtOAc. Hexanes were added to the rea... Reactants: CO, COC(=O)c1c(NC(=O)c2cc3c(F)cccn3n2)csc1-c1ccc(C)c(F)c1F, [Li+], C1CCOC1, [OH-], O. Product: Cc1ccc(-c2scc(NC(=O)c3cc4c(F)cccn4n3)c2C(=O)O)c(F)c1F. Reaction SMILES: [CH3:35][OH:36].[F:1][c:2]1[c:3](-[c:10]2[s:11][cH:12][c:13]([NH:19][C:20](=[O:21])[c:22]3[n:23][n:24]4[c:25]([c:26]([F:30])[cH:27][cH:28][cH:29]4)[cH:31]3)[c:14]2[C:15](=[O:16])[O:17][CH3:18])[cH:4][cH:5][c:6]([CH3:9])[c:7]1[F:8].[Li+:32].[O:37]1[CH2:38][CH2:39][CH2:40][CH2:41]1.[OH-:33].[OH2:34]>>[F:1][c:2]1[c:3](-[c:10]2[s:11][cH:12][c:13]([NH:19][C:20](=[O:21])[c:22]3[n:23][n:24]4[c:25]([c:26]([F:30])[cH:27][cH:28][cH:29]4)[cH:31]3)[c:14]2[C:15](=[O:16])[OH:17])[cH:4][cH:5][c:6]([CH3:9])[c:7]1[F:8]. Starting materials: C(C)OC(=O)C1(CC2=CC=CC=C2C1)N (2-aminoindan-2-carboxylic acid ethyl ester), C(Cl)Cl (DCM), ClC1=NC=C(C=C1C(=O)Cl)Cl (2,5-dichloro-pyridine-3-carbonyl chloride), CCN(C(C)C)C(C)C (DIPEA). Reagents/catalysts: CN(C)C=1C=CN=CC1 (DMAP). Run in CC(C)O.C(Cl)Cl (iPrOH DCM). Run at time 57 day. The product is C(C)OC(=O)C1(CC2=CC=CC=C2C1)NC(=O)C=1C(=NC=C(C1)Cl)Cl (2-[(2,5-Dichloro-pyridine-3-carbonyl)-amino]-indan-2-carboxylic acid ethyl ester). The yield is 107.7%. RXN SMILES: [CH2:1]([O:3][C:4]([C:6]1([NH2:15])[CH2:14][C:13]2[C:8](=[CH:9][CH:10]=[CH:11][CH:12]=2)[CH2:7]1)=[O:5])[CH3:2].C(Cl)Cl.CCN(C(C)C)C(C)C.[Cl:28][C:29]1[C:34]([C:35](Cl)=[O:36])=[CH:33][C:32]([Cl:38])=[CH:31][N:30]=1>CN(C1C=CN=CC=1)C.CC(O)C.C(Cl)Cl>[CH2:1]([O:3][C:4]([C:6]1([NH:15][C:35]([C:34]2[C:29]([Cl:28])=[N:30][CH:31]=[C:32]([Cl:38])[CH:33]=2)=[O:36])[CH2:14][C:13]2[C:8](=[CH:9][CH:10]=[CH:11][CH:12]=2)[CH2:7]1)=[O:5])[CH3:2] |f:5.6|. Procedure details: A 30 mL reaction vial is charged with 2-aminoindan-2-carboxylic acid ethyl ester (1 g, 4.87 mmol) and dry DCM (5 mL). A stirring bar is added and stirring is initiated. DIPEA (1.35 mL, 7.8 mmol) is added. 2,5-dichloro-pyridine-3-carbonyl chloride (1.23 g, 5.85 mmol) and DMAP (8 mg, cat.) are added. The reaction is capped. After 57 days, tlc analysis (silica, 10% iPrOH/DCM) indicates that the starting has been completely consumed. The contents of the reaction flask are transferred to a separatory... The reactants are [N+](=O)([O-])C=1C(=NC=CC1)C(=O)O (3-nitropicolinic acid), Cl.CN (methylamine hydrogen chloride), C(CCl)Cl (EDC), C=1C=CC2=C(C1)N=NN2O (HOBt), CCN(C(C)C)C(C)C (DIEA). The solvent is CN(C)C=O (DMF). Reaction conditions: time 8 hour. Product: CNC(C1=NC=CC=C1[N+](=O)[O-])=O (N-methyl-3-nitropicolinamide). Yield: 32.0%. RXN SMILES: [N+:1]([C:4]1[C:5]([C:10]([OH:12])=O)=[N:6][CH:7]=[CH:8][CH:9]=1)([O-:3])=[O:2].Cl.CN.C(Cl)CCl.C1C=CC2N(O)N=[N:26][C:24]=2C=1.CCN(C(C)C)C(C)C>CN(C=O)C>[CH3:24][NH:26][C:10](=[O:12])[C:5]1[C:4]([N+:1]([O-:3])=[O:2])=[CH:9][CH:8]=[CH:7][N:6]=1 |f:1.2|. Reported procedure: To a mixture of 3-nitropicolinic acid (8.7 g, 51.8 mmol, 1.0 eq), methylamine hydrogen chloride (4.2 g, 1.2 eq), EDC (14.9 g, 1.5 eq), HOBt (8.4 g, 1.2 eq) in DMF (30 mL) was added DIEA (54 mL, 6.0 eq). The mixture was stirred at room temperature overnight. The crude was concentrated and dissolved in EtOAc. It was washed with saturated NaHCO3 solution. The solvent was removed and the crude was purified by silica gel chromatography (20%˜80% EtOAc/Hex) to obtain the desired product N-methyl-3-nitr...